Dataset: the Open Reaction Database (ORD), a public repository of structured organic reaction records. Task: describe an organic reaction: reactants, conditions, products, and yield Reactants: CC#N, CCOC(C)=O, CCN(C(C)C)C(C)C, CCOc1cc(OC(C)C)c(F)c(C(Cl)c2nc(-c3ccccc3)cn2C(c2ccccc2)(c2ccccc2)c2ccccc2)c1, Nc1ccc2cnccc2c1. Product: CCOc1cc(OC(C)C)c(F)c(C(Nc2ccc3cnccc3c2)c2nc(-c3ccccc3)cn2C(c2ccccc2)(c2ccccc2)c2ccccc2)c1. RXN SMILES: [CH3:67][C:68]#[N:69].[CH3:70][CH2:71][O:72][C:73]([CH3:74])=[O:75].[CH:47]([N:48]([CH2:49][CH3:50])[CH:51]([CH3:52])[CH3:53])([CH3:54])[CH3:55].[Cl:1][CH:2]([c:3]1[n:4]([C:14]([c:15]2[cH:16][cH:17][cH:18][cH:19][cH:20]2)([c:21]2[cH:22][cH:23][cH:24][cH:25][cH:26]2)[c:27]2[cH:28][cH:29][cH:30][cH:31][cH:32]2)[cH:5][c:6](-[c:8]2[cH:9][cH:10][cH:11][cH:12][cH:13]2)[n:7]1)[c:33]1[c:34]([F:46])[c:35]([O:42][CH:43]([CH3:44])[CH3:45])[cH:36][c:37]([O:39][CH2:40][CH3:41])[cH:38]1.[NH2:56][c:57]1[cH:58][c:59]2[cH:60][cH:61][n:62][cH:63][c:64]2[cH:65][cH:66]1>>[CH:2]([c:3]1[n:4]([C:14]([c:15]2[cH:16][cH:17][cH:18][cH:19][cH:20]2)([c:21]2[cH:22][cH:23][cH:24][cH:25][cH:26]2)[c:27]2[cH:28][cH:29][cH:30][cH:31][cH:32]2)[cH:5][c:6](-[c:8]2[cH:9][cH:10][cH:11][cH:12][cH:13]2)[n:7]1)([c:33]1[c:34]([F:46])[c:35]([O:42][CH:43]([CH3:44])[CH3:45])[cH:36][c:37]([O:39][CH2:40][CH3:41])[cH:38]1)[NH:56][c:57]1[cH:58][c:59]2[cH:60][cH:61][n:62][cH:63][c:64]2[cH:65][cH:66]1. The reactants are O (water), CN1CCOCC1 (N-methyl morpholine), C(C)(C)(C)OC(=O)NC=1C=CC(=C(C1)C1=CC=C(C=C1)C(=O)O)OC(F)(F)F (5′-tert-butoxycarbonylamino-2′-trifluoromethoxy-biphenyl-4-carboxylic acid), CN(S(=O)(=O)N1CCN(CC1)CC1=CC=C(C=C1)N)C (4-(4-amino-benzyl)-piperazine-1-sulfonic acid dimethylamide), CCN=C=NCCCN(C)C (EDAC), C=1C=CC2=C(C1)N=NN2O (HOBT). Solvent: CN(C)C=O (DMF). Conditions: time 16 hour. The product is C(C)(C)(C)OC(=O)C=1C=C(C(=CC1)OC(F)(F)F)C1=CC=C(C=C1)C(NC1=CC=C(C=C1)CN1CCN(CC1)S(N(C)C)(=O)=O)=O ({4′-[4-(4-Dimethylsulfamoyl-piperazin-1-ylmethyl)-phenylcarbamoyl]-6-trifluoromethoxy-biphenyl-3-yl}-carboxylic acid tert-butyl ester). As a reaction SMILES: C(OC(N[C:9]1[CH:10]=[CH:11][C:12]([O:24][C:25]([F:28])([F:27])[F:26])=[C:13]([C:15]2[CH:20]=[CH:19][C:18]([C:21]([OH:23])=O)=[CH:17][CH:16]=2)[CH:14]=1)=O)(C)(C)C.[CH3:29][N:30]([CH3:48])[S:31]([N:34]1[CH2:39][CH2:38][N:37]([CH2:40][C:41]2[CH:46]=[CH:45][C:44]([NH2:47])=[CH:43][CH:42]=2)[CH2:36][CH2:35]1)(=[O:33])=[O:32].CCN=C=N[CH2:54][CH2:55][CH2:56]N(C)C.[CH:60]1C=CC2N(O)N=NC=2C=1.CN1CC[O:74][CH2:73]C1.[OH2:77]>CN(C=O)C>[C:55]([O:77][C:73]([C:9]1[CH:14]=[C:13]([C:15]2[CH:20]=[CH:19][C:18]([C:21](=[O:23])[NH:47][C:44]3[CH:45]=[CH:46][C:41]([CH2:40][N:37]4[CH2:36][CH2:35][N:34]([S:31](=[O:32])(=[O:33])[N:30]([CH3:48])[CH3:29])[CH2:39][CH2:38]4)=[CH:42][CH:43]=3)=[CH:17][CH:16]=2)[C:12]([O:24][C:25]([F:27])([F:28])[F:26])=[CH:11][CH:10]=1)=[O:74])([CH3:56])([CH3:60])[CH3:54]. Reported procedure: A mixture of 5′-tert-butoxycarbonylamino-2′-trifluoromethoxy-biphenyl-4-carboxylic acid (300 mg), 4-(4-amino-benzyl)-piperazine-1-sulfonic acid dimethylamide (226 mg), EDAC (144 mg) and HOBT (103 mg) in dry DMF (3 ml) containing N-methyl morpholine (0.166 ml) was stirred for 16 h. The mixture was then added to water (12 ml) and the resulting solid collected by filtration and dried and used in the following step without purification (558 mg) Procedure: A solution of 0.1 mol of p-aminobenzaldehyde ethylene glycol acetal in 100 mL of anhydrous THF is added dropwise over 10 minutes to a solution of 0.1 mol of valine allyl ester isocyanate and 0.35 mol pyridine in 100 mL THF at room temperature under N2. The reaction mixture is stirred at room temperature for 2 hours. After 2 hours the solvent is removed by rotary evaporator. A solution of 0.11 mmol hydroxylamine hydrochloride and 0.1 mol trimethyl orthoformate in CH3OH is added, and the reaction ... Product: ON=CC1=CC=C(C=C1)NC(=O)NC(C(C)C)C(=O)OCC=C (N-[4-(hydroxyiminomethyl)phenyl]-N'-[1-(allyloxycarbonyl)-2-methylpropyl]urea). Conditions: time 2 hour. RXN SMILES: [N-:1]=[C:2]=[O:3].[CH2:4]([O:7][C:8](=[O:14])[C@H:9]([CH:11]([CH3:13])[CH3:12])[NH2:10])[CH:5]=[CH2:6].[N:15]1[CH:20]=[CH:19][CH:18]=[CH:17][CH:16]=1.Cl.N[OH:23].C(OC)(OC)OC.[CH2:31]1COC[CH2:32]1>CO>[OH:23][N:15]=[CH:20][C:19]1[CH:32]=[CH:31][C:16]([NH:1][C:2]([NH:10][CH:9]([C:8]([O:7][CH2:4][CH:5]=[CH2:6])=[O:14])[CH:11]([CH3:12])[CH3:13])=[O:3])=[CH:17][CH:18]=1 |f:0.1,3.4|. Solvent: CO (CH3OH). Starting materials: Cl.NO (hydroxylamine hydrochloride), C(OC)(OC)OC (trimethyl orthoformate), p-aminobenzaldehyde ethylene glycol acetal, [N-]=C=O.C(C=C)OC([C@@H](N)C(C)C)=O (valine allyl ester isocyanate), N1=CC=CC=C1 (pyridine), C1CCOC1 (THF), C1CCOC1 (THF). The reactants are CC#N, O=C(O)c1c(-c2c(F)cccc2Cl)noc1-c1cnn(-c2ccccc2F)c1C(F)(F)F, ClCCl, [Cs+], [F-], CC(C)I. The product is CC(C)OC(=O)c1c(-c2c(F)cccc2Cl)noc1-c1cnn(-c2ccccc2F)c1C(F)(F)F. RXN SMILES: [CH3:39][C:40]#[N:41].[Cl:1][c:2]1[c:3](-[c:9]2[n:10][o:11][c:12](-[c:17]3[cH:18][n:19][n:20](-[c:26]4[c:27]([F:32])[cH:28][cH:29][cH:30][cH:31]4)[c:21]3[C:22]([F:23])([F:24])[F:25])[c:13]2[C:14](=[O:15])[OH:16])[c:4]([F:8])[cH:5][cH:6][cH:7]1.[Cl:42][CH2:43][Cl:44].[Cs+:34].[F-:33].[I:35][CH:36]([CH3:37])[CH3:38]>>[Cl:1][c:2]1[c:3](-[c:9]2[n:10][o:11][c:12](-[c:17]3[cH:18][n:19][n:20](-[c:26]4[c:27]([F:32])[cH:28][cH:29][cH:30][cH:31]4)[c:21]3[C:22]([F:23])([F:24])[F:25])[c:13]2[C:14](=[O:15])[O:16][CH:36]([CH3:37])[CH3:38])[c:4]([F:8])[cH:5][cH:6][cH:7]1. The reactants are ice, [N+](=O)([O-])C1=C(C=CC(=C1)[N+](=O)[O-])F (2,4-dinitrofluorobenzene), C(=O)([O-])[O-].[K+].[K+] (K2CO3), C(CC)NCCC (dipropylamine), O (water). The solvent is CN1CCCC1=O (NMP), CN1CCCC1=O (NMP). Conditions: time 1 hour. Product: [N+](=O)([O-])C1=C(C=CC(=C1)[N+](=O)[O-])N(CCC)CCC ((2,4-Dinitro-phenyl)-dipropyl-amine). The yield is 98.0%. RXN SMILES: [N+:1]([C:4]1[CH:9]=[C:8]([N+:10]([O-:12])=[O:11])[CH:7]=[CH:6][C:5]=1F)([O-:3])=[O:2].C([O-])([O-])=O.[K+].[K+].[CH2:20]([NH:23][CH2:24][CH2:25][CH3:26])[CH2:21][CH3:22].O>CN1C(=O)CCC1>[N+:1]([C:4]1[CH:9]=[C:8]([N+:10]([O-:12])=[O:11])[CH:7]=[CH:6][C:5]=1[N:23]([CH2:24][CH2:25][CH3:26])[CH2:20][CH2:21][CH3:22])([O-:3])=[O:2] |f:1.2.3|. Reported procedure: To an ice cooled solution of 2,4-dinitrofluorobenzene (9.3 g, 50 mmol) and K2CO3 (6.9 g, 50 mmol) in 40 ml NMP was added dropwise dipropylamine (6.07 g, 60 mmol) in 10 ml NMP. After stirring for 1 hr, the reaction mixture was poured into a separatory funnel containing 100 ml water and extracted 3×100 mls with ether. The combined organics were washed with 3×100 ml water, 100 ml brine, dried with anhydrous MgSO4 and concentrated, giving 13.1 g crude product. This material was pure enough to carry ... The reactants are COc1ccc2[nH]c3c(c2c1)CC(c1ccccc1)CC3, CN(C)CCCCl, CN(C)C=O, [H-], [Na+], O. Yields the product COc1ccc2c(c1)c1c(n2CCCN(C)C)CCC(c2ccccc2)C1. Reaction SMILES: [CH3:1][O:2][c:3]1[cH:4][c:5]2[c:6]3[c:11]([nH:12][c:13]2[cH:14][cH:15]1)[CH2:10][CH2:9][CH:8]([c:16]1[cH:17][cH:18][cH:19][cH:20][cH:21]1)[CH2:7]3.[CH3:24][N:25]([CH3:26])[CH2:27][CH2:28][CH2:29][Cl:30].[CH3:32][N:33]([CH3:34])[CH:35]=[O:36].[H-:22].[Na+:23].[OH2:31]>>[CH3:1][O:2][c:3]1[cH:4][c:5]2[c:6]3[c:11]([n:12]([CH2:29][CH2:28][CH2:27][N:25]([CH3:24])[CH3:26])[c:13]2[cH:14][cH:15]1)[CH2:10][CH2:9][CH:8]([c:16]1[cH:17][cH:18][cH:19][cH:20][cH:21]1)[CH2:7]3. Reactants: C=CC1=CC=CC=C1 (Styrene), C=CC1=CC=CC=C1 (styrene), C(COC(=O)CS)OC(=O)CS (GDMA). Product: C(COC(=O)CS)OC(=O)CS.C=CC1=CC=CC=C1 (GDMA Styrene). Reaction SMILES: [CH2:1]=[CH:2][C:3]1[CH:8]=[CH:7][CH:6]=[CH:5][CH:4]=1.[CH2:9]([O:16][C:17]([CH2:19][SH:20])=[O:18])[CH2:10][O:11][C:12]([CH2:14][SH:15])=[O:13]>>[CH2:10]([O:11][C:12]([CH2:14][SH:15])=[O:13])[CH2:9][O:16][C:17]([CH2:19][SH:20])=[O:18].[CH2:1]=[CH:2][C:3]1[CH:8]=[CH:7][CH:6]=[CH:5][CH:4]=1 |f:2.3|. Procedure: Styrene (481.4 g, 4.62 eq.) was weighed into a 2000 ml, three neck, round bottom flask along with TPO (1.52 g). The flask was sealed with rubber stoppers and placed in a 60° C. oven for approximately 20 minutes. The contents were swirled occasionally until the TPO dissolved into the styrene. The flask was removed from the oven and allowed to cool to less than 40° C. at which point GDMA (518.6 g, 4.467 eq.) was weighed into the flask.